This data is from the Open Reaction Database (ORD), a public repository of structured organic reaction records. The task is: describe an organic reaction: reactants, conditions, products, and yield As a reaction SMILES: [CH2:1]([N:8]1[CH2:13][CH2:12][C:11]([C:15]2[CH:20]=[CH:19][CH:18]=[C:17]([C:21](OC)=[NH:22])[CH:16]=2)([CH3:14])[CH2:10][CH2:9]1)[C:2]1[CH:7]=[CH:6][CH:5]=[CH:4][CH:3]=1.[CH:25]([NH:27][NH2:28])=O>CO>[NH3:8].[CH2:1]([N:8]1[CH2:13][CH2:12][C:11]([CH3:14])([C:15]2[CH:20]=[CH:19][CH:18]=[C:17]([C:21]3[N:22]=[CH:25][NH:27][N:28]=3)[CH:16]=2)[CH2:10][CH2:9]1)[C:2]1[CH:7]=[CH:6][CH:5]=[CH:4][CH:3]=1. Product: N (ammonia), C(C1=CC=CC=C1)N1CCC(CC1)(C1=CC(=CC=C1)C1=NNC=N1)C (1-Benzyl-4-methyl-4-(3-(1H-1,2,4-triazol-3-yl)phenyl)piperidine). Yield: 65.4%. Reaction conditions: temperature 100 celsius. The reactants are resultant mixture, C(C1=CC=CC=C1)N1CCC(CC1)(C)C1=CC(=CC=C1)C(=N)OC (1-benzyl-4-(3-(methoxycarbonimidoyl)phenyl)-4-methylpiperidine), C(=O)NN (formic acid hydrazide). Procedure details: To a solution of 1-benzyl-4-(3-(methoxycarbonimidoyl)phenyl)-4-methylpiperidine (Preparation 12, 735 mg, 2.28 mmol) in methanol (10 mL) was added a solution of formic acid hydrazide (274 mg, 4.56 mmol) in methanol (10 mL). The resultant mixture was stirred for 30 min and then concentrated in vacuo. The residual oil was heated at 100° C. for 1 h and then allowed to cool. This was purified on silica gel (50 g) by column chromatography eluting with a gradient of ethyl acetate:hexane:0.88 ammonia (8... Run in CO (methanol), CO (methanol).